From a dataset of the Open Reaction Database (ORD), a public repository of structured organic reaction records. describe an organic reaction: reactants, conditions, products, and yield Reactants: C(C)(=O)OCC (ethyl acetate), O[C@H](C)[C@@H]1[C@@H]2N(C(=C([C@@H]2C)OP(=O)(C2=CC=CC=C2)C2=CC=CC=C2)C(=O)OCC2=CC=C(C=C2)[N+](=O)[O-])C1=O (4-nitrobenzyl (1R,5R,6S)-6-[(1R)-1-hydroxyethyl]-1-methyl-2-(diphenylphosphoryloxy)-1-carbapen-2-em-3-carboxylate), S[C@H]1C[C@H](N(C1)C)C(=O)N1C[C@@H](CC1)CN(C(=O)OCC1=CC=C(C=C1)[N+](=O)[O-])C ((2S,4S)-4-mercapto-1-methyl-2-[(3R)-3-(N-methyl-N-4-nitrobenzyloxycarbonylaminomethyl)pyrrolidin-1-ylcarbonyl]pyrrolidine). Solvent: C(C)#N (acetonitrile), C(C)(C)N(C(C)C)CC (N,N-diisopropylethylamine), C(C)#N (acetonitrile). The product is O[C@H](C)[C@@H]1[C@@H]2N(C(=C([C@@H]2C)S[C@H]2C[C@H](N(C2)C)C(=O)N2C[C@@H](CC2)CN(C(=O)OCC2=CC=C(C=C2)[N+](=O)[O-])C)C(=O)OCC2=CC=C(C=C2)[N+](=O)[O-])C1=O (4-nitrobenzyl (1R,5S,6S)-6-[(1R)-1-hydroxyethyl]-1-methyl-2-[(2S,4S)-1-methyl-2-[(3R)-3-(N-methyl-N-4-nitrobenzyloxycarbonylaminomethyl)pyrrolidin-1-ylcarbonyl]pyrrolidin-4-ylthio]-1-carbapen-2-em-3-carboxylate). Isolated yield 46.9%. RXN SMILES: [OH:1][C@@H:2]([C@H:4]1[C:39](=[O:40])[N:6]2[C:7]([C:26]([O:28][CH2:29][C:30]3[CH:35]=[CH:34][C:33]([N+:36]([O-:38])=[O:37])=[CH:32][CH:31]=3)=[O:27])=[C:8](OP(C3C=CC=CC=3)(C3C=CC=CC=3)=O)[C@H:9]([CH3:10])[C@H:5]12)[CH3:3].[SH:41][C@@H:42]1[CH2:46][N:45]([CH3:47])[C@H:44]([C:48]([N:50]2[CH2:54][CH2:53][C@@H:52]([CH2:55][N:56]([CH3:70])[C:57]([O:59][CH2:60][C:61]3[CH:66]=[CH:65][C:64]([N+:67]([O-:69])=[O:68])=[CH:63][CH:62]=3)=[O:58])[CH2:51]2)=[O:49])[CH2:43]1.C(OCC)(=O)C>C(#N)C.C(N(CC)C(C)C)(C)C>[OH:1][C@@H:2]([C@H:4]1[C:39](=[O:40])[N:6]2[C:7]([C:26]([O:28][CH2:29][C:30]3[CH:31]=[CH:32][C:33]([N+:36]([O-:38])=[O:37])=[CH:34][CH:35]=3)=[O:27])=[C:8]([S:41][C@@H:42]3[CH2:46][N:45]([CH3:47])[C@H:44]([C:48]([N:50]4[CH2:54][CH2:53][C@@H:52]([CH2:55][N:56]([CH3:70])[C:57]([O:59][CH2:60][C:61]5[CH:66]=[CH:65][C:64]([N+:67]([O-:69])=[O:68])=[CH:63][CH:62]=5)=[O:58])[CH2:51]4)=[O:49])[CH2:43]3)[C@H:9]([CH3:10])[C@H:5]12)[CH3:3]. Procedure: To a solution of 4-nitrobenzyl (1R,5R,6S)-6-[(1R)-1-hydroxyethyl]-1-methyl-2-(diphenylphosphoryloxy)-1-carbapen-2-em-3-carboxylate (0.66 g) in anhydrous acetonitrile (5 ml), N,N-diisopropylethylamine (0.19 ml) and a solution of (2S,4S)-4-mercapto-1-methyl-2-[(3R)-3-(N-methyl-N-4-nitrobenzyloxycarbonylaminomethyl)pyrrolidin-1-ylcarbonyl]pyrrolidine (0.53 g) in anhydrous acetonitrile (5 ml) were added while stirring in an ice bath. The resulting mixture was allowed to react overnight at 0° C. To t... Reaction SMILES: [CH3:1][N:2]1[C:11](=[O:12])[C:10]2[NH:9][C:8]([Cl:13])=[N:7][C:6]=2[N:5]([CH3:14])[C:3]1=[O:4].[F:15][C:16]1[CH:23]=[CH:22][C:19]([CH2:20]Cl)=[CH:18][CH:17]=1>O.[OH-].[Na+]>[CH3:1][N:2]1[C:11](=[O:12])[C:10]2[N:9]([CH2:20][C:19]3[CH:22]=[CH:23][C:16]([F:15])=[CH:17][CH:18]=3)[C:8]([Cl:13])=[N:7][C:6]=2[N:5]([CH3:14])[C:3]1=[O:4] |f:3.4|. The solvent is O (water), [OH-].[Na+] (sodium hydroxide), [OH-].[Na+] (sodium hydroxide). Reported procedure: A solution of 43 g 1,3-dimethyl 8-chloro xanthine in 200 ml water and 20 ml sodium hydroxide 10N is heated to 70°-80° C., to which 27.6 ml 4-fluorobenzyl chloride are portion-wise added at this temperature within 4 hours. During this addition, 20 ml sodium hydroxide 10N are added by small portions to maintain the pH at an alkaline value. After achievement of this addition, the solution is further heated at 70°-80° for 2 hours then let to revert to room temperature under stirring. The precipitate... Yields the product CN1C(=O)N(C=2N=C(N(C2C1=O)CC1=CC=C(C=C1)F)Cl)C (1,3-dimethyl 7-(4-fluorobenzyl) 8-chloroxanthine). Reactants: CN1C(=O)N(C=2N=C(NC2C1=O)Cl)C (1,3-dimethyl 8-chloro xanthine), FC1=CC=C(CCl)C=C1 (4-fluorobenzyl chloride). Starting materials: C(C)(=O)O (acetic acid), C(=O)(OCC1=CC=CC=C1)NCC1=C(C=CC=C1)CC(=O)NC1C(N(C1)S(=O)(=O)[O-])=O.[Na+] (sodium 3-[2-(2-carbobenzoxyaminomethylphenyl)acetamido]-2-oxoazetidine-1-sulfonate). Reagents/catalysts: [Pd] (palladium black). Solvent: CO (methanol), [H][H] (hydrogen). The product is NCC1=C(C=CC=C1)CC(=O)NC1C(N(C1)S(=O)(=O)[O-])=O.[Na+].C(C)(=O)[O-] (sodium 3-[2-(2-aminomethylphenyl)acetamido]-2-oxoazetidine-1-sulfonate·acetate). As a reaction SMILES: C([NH:11][CH2:12][C:13]1[CH:18]=[CH:17][CH:16]=[CH:15][C:14]=1[CH2:19][C:20]([NH:22][CH:23]1[CH2:26][N:25]([S:27]([O-:30])(=[O:29])=[O:28])[C:24]1=[O:31])=[O:21])(OCC1C=CC=CC=1)=O.[Na+:32].[C:33]([OH:36])(=[O:35])[CH3:34]>CO.[H][H].[Pd]>[NH2:11][CH2:12][C:13]1[CH:18]=[CH:17][CH:16]=[CH:15][C:14]=1[CH2:19][C:20]([NH:22][CH:23]1[CH2:26][N:25]([S:27]([O-:30])(=[O:28])=[O:29])[C:24]1=[O:31])=[O:21].[Na+:32].[C:33]([O-:36])(=[O:35])[CH3:34] |f:0.1,6.7.8|. Procedure details: In 35 ml of 30% methanol is dissolved 0,30 g of the above sodium 3-[2-(2-carbobenzoxyaminomethylphenyl)acetamido]-2-oxoazetidine-1-sulfonate, followed by addition of 0.68 ml of 6% acetic acid and 76 mg of palladium black. The mixture is stirred in hydrogen gas streams at room temprature for 90 minutes. The catalyst is filtered off and the filtrate is purified on an Amberlite XAD-II column. The above procedure provides 0.167 g of sodium 3-[2-(2-aminomethylphenyl)acetamido]-2-oxoazetidine-1-sulfon... The reactants are COCCN, CCOC(=O)CNc1c(Cl)cc(CCNC(C)C(O)c2ccc(O)cc2)cc1Cl. The product is COCCNC(=O)CNc1c(Cl)cc(CCNC(C)C(O)c2ccc(O)cc2)cc1Cl. RXN SMILES: [CH3:30][O:31][CH2:32][CH2:33][NH2:34].[Cl:1][c:2]1[c:3]([NH:23][CH2:24][C:25](=[O:26])[O:27][CH2:28][CH3:29])[c:4]([Cl:22])[cH:5][c:6]([CH2:8][CH2:9][NH:10][CH:11]([CH:12]([c:13]2[cH:14][cH:15][c:16]([OH:19])[cH:17][cH:18]2)[OH:20])[CH3:21])[cH:7]1>>[Cl:1][c:2]1[c:3]([NH:23][CH2:24][C:25](=[O:26])[NH:34][CH2:33][CH2:32][O:31][CH3:30])[c:4]([Cl:22])[cH:5][c:6]([CH2:8][CH2:9][NH:10][CH:11]([CH:12]([c:13]2[cH:14][cH:15][c:16]([OH:19])[cH:17][cH:18]2)[OH:20])[CH3:21])[cH:7]1.